From a dataset of the Open Reaction Database (ORD), a public repository of structured organic reaction records. describe an organic reaction: reactants, conditions, products, and yield Starting materials: O=C([O-])[O-], CN(C)C=O, O=C(Nc1cn2nc(I)ccc2n1)C1CC1, [K+], [K+], Cc1ccc(N)c(Cl)c1O, O. Product: Cc1ccc(N)c(Cl)c1Oc1ccc2nc(NC(=O)C3CC3)cn2n1. As a reaction SMILES: [C:27](=[O:28])([O-:29])[O-:30].[CH3:33][N:34]([CH3:35])[CH:36]=[O:37].[I:1][c:2]1[cH:3][cH:4][c:5]2[n:6]([n:7]1)[cH:8][c:9]([NH:11][C:12](=[O:13])[CH:14]1[CH2:15][CH2:16]1)[n:10]2.[K+:31].[K+:32].[NH2:17][c:18]1[c:19]([Cl:26])[c:20]([OH:25])[c:21]([CH3:24])[cH:22][cH:23]1.[OH2:38]>>[c:2]1([O:25][c:20]2[c:19]([Cl:26])[c:18]([NH2:17])[cH:23][cH:22][c:21]2[CH3:24])[cH:3][cH:4][c:5]2[n:6]([n:7]1)[cH:8][c:9]([NH:11][C:12](=[O:13])[CH:14]1[CH2:15][CH2:16]1)[n:10]2. Starting materials: O1CCOC12CCC(CC2)N2CCC(CC2)(F)F (1-(1,4-dioxa-spiro[4.5]dec-8-yl)-4,4-difluoro-piperidine), [OH-].[Na+] (NaOH). Solvent: Cl (hydrochloric acid). The product is FC1(CCN(CC1)C1CCC(CC1)=O)F (4-(4,4-difluoro-piperidin-1-yl)-cyclohexanone). Yield: 96.4%. Reaction SMILES: O1[C:5]2([CH2:10][CH2:9][CH:8]([N:11]3[CH2:16][CH2:15][C:14]([F:18])([F:17])[CH2:13][CH2:12]3)[CH2:7][CH2:6]2)[O:4]CC1.[OH-].[Na+]>Cl>[F:18][C:14]1([F:17])[CH2:15][CH2:16][N:11]([CH:8]2[CH2:7][CH2:6][C:5](=[O:4])[CH2:10][CH2:9]2)[CH2:12][CH2:13]1 |f:1.2|. Procedure: Stir a solution of 1-(1,4-dioxa-spiro[4.5]dec-8-yl)-4,4-difluoro-piperidine (2.41 g, 9.22 mmol) in 4 mL of 6M hydrochloric acid at room temperature for 48 h. Neutralize the mixture with the addition of 30% NaOH solution and extract with 5×CH2Cl2. Dry the combined extracts with MgSO4 and evaporate to give 1.93 g, 96% yield of 4-(4,4-difluoro-piperidin-1-yl)-cyclohexanone as a colorless liquid. The reactants are CC=1NC=C(C1C(C)=O)C (2,4-Dimethyl-3 -acetyl-pyrrole), C(C)(=O)OC(C)=O (acetic anhydride), [PH2](=O)O (hypophosphorous acid), C(C(C)(C)C)=O (pivalaldehyde). The solvent is I (hydriodic acid), O (water). Conditions: temperature 35 celsius. Yields the product CC=1NC(=C(C1C(C)=O)C)CC(C)(C)C (2,4-Dimethyl-3-acetyl-5-neopentyl-pyrrole). RXN SMILES: [CH3:1][C:2]1[NH:3][CH:4]=[C:5]([CH3:10])[C:6]=1[C:7](=[O:9])[CH3:8].C(OC(=O)C)(=O)C.[PH2](O)=O.[CH:21](=O)[C:22]([CH3:25])([CH3:24])[CH3:23]>I.O>[CH3:1][C:2]1[NH:3][C:4]([CH2:21][C:22]([CH3:25])([CH3:24])[CH3:23])=[C:5]([CH3:10])[C:6]=1[C:7](=[O:9])[CH3:8]. Reported procedure: 2,4-Dimethyl-3 -acetyl-pyrrole (548 mg) was warmed to solution in a mixture of 10 ml of aqueous hydriodic acid, 10 ml of acetic anhydride and 2 ml of hypophosphorous acid. The solution was cooled to 35° C. and 0.85 ml of pivalaldehyde were added. The solution was stirred for ten minutes, by which time the initially dark brown color had changed to yellow, then poured into 125 ml of water. The product separated as a colourless powder (769 mg, 93%), m.p. 156°-163 ° C. For analysis, it was recrystal...